This data is from the Open Reaction Database (ORD), a public repository of structured organic reaction records. The task is: describe an organic reaction: reactants, conditions, products, and yield The product is COc1ccccc1COCCCCl. Reactants: COc1ccccc1CCl, OCCCCl, [H-], [Na+], CN(C)C=O. Reaction SMILES: [CH3:1][O:2][c:3]1[c:4]([CH2:5][Cl:6])[cH:7][cH:8][cH:9][cH:10]1.[Cl:11][CH2:12][CH2:13][CH2:14][OH:15].[H-:16].[Na+:17].[O:18]=[CH:19][N:20]([CH3:21])[CH3:22]>>[CH3:1][O:2][c:3]1[c:4]([CH2:5][O:15][CH2:14][CH2:13][CH2:12][Cl:11])[cH:7][cH:8][cH:9][cH:10]1. Reactants: BrCC=1N=C(C2=C(N1)OC(=N2)C2=CC(=CC=C2)F)OCCC (5-bromomethyl-2-(3-fluoro-phenyl)-7-propoxy-oxazolo[5,4-d]pyrimidine), FC(C1=CC=C(C=C1)B(O)O)(F)F (4-trifluoromethyl-benzeneboronic acid), P(=O)([O-])([O-])[O-].[K+].[K+].[K+] (tripotassium phosphate), C1(CCCCC1)P(C1CCCCC1)C1CCCCC1 (tricyclohexylphosphine). Solvent: C1(=CC=CC=C1)C (toluene). Yields the product FC=1C=C(C=CC1)C=1OC=2N=C(N=C(C2N1)OCCC)CC1=CC=C(C=C1)C(F)(F)F (2-(3-Fluoro-phenyl)-7-propoxy-5-(4-trifluoromethyl-benzyl)-oxazolo[5,4-d]pyrimidine). Isolated yield 13.3%. As a reaction SMILES: Br[CH2:2][C:3]1[N:4]=[C:5]([O:19][CH2:20][CH2:21][CH3:22])[C:6]2[N:11]=[C:10]([C:12]3[CH:17]=[CH:16][CH:15]=[C:14]([F:18])[CH:13]=3)[O:9][C:7]=2[N:8]=1.[F:23][C:24]([F:35])([F:34])[C:25]1[CH:30]=[CH:29][C:28](B(O)O)=[CH:27][CH:26]=1.P([O-])([O-])([O-])=O.[K+].[K+].[K+].C1(P(C2CCCCC2)C2CCCCC2)CCCCC1>C1(C)C=CC=CC=1>[F:18][C:14]1[CH:13]=[C:12]([C:10]2[O:9][C:7]3[N:8]=[C:3]([CH2:2][C:28]4[CH:29]=[CH:30][C:25]([C:24]([F:35])([F:34])[F:23])=[CH:26][CH:27]=4)[N:4]=[C:5]([O:19][CH2:20][CH2:21][CH3:22])[C:6]=3[N:11]=2)[CH:17]=[CH:16][CH:15]=1 |f:2.3.4.5|. Procedure details: 146.5 mg of 5-bromomethyl-2-(3-fluoro-phenyl)-7-propoxy-oxazolo[5,4-d]pyrimidine and 114 mg of 4-trifluoromethyl-benzeneboronic acid were dissolved in 3 ml of toluene. 170 mg of tripotassium phosphate and 11.2 mg of tricyclohexylphosphine were added, and argon was bubbled through the mixture for 10 min. Then 4.5 mg of palladium(II) acetate were added, and the reaction mixture was heated to reflux for 8 h under argon. After cooling, ethyl acetate and water were added. The mixture was filtered thr... Reactants: CC=1C=C2C=CC(N(C2=CC1)CC=O)=O ((6-methyl-2-oxoquinolin-1(2H)-yl)acetaldehyde), O1CCOC2=C1C=CC(=C2)CN(C(OC(C)(C)C)=O)C2CCNCC2 (tert-butyl (2,3-dihydro-1,4-benzodioxin-6-ylmethyl)(piperidin-4-yl)carbamate), C(O)([O-])=O.[Na+] (sodium hydrogen carbonate), C(C)(=O)O[BH-](OC(C)=O)OC(C)=O.[Na+] (sodium triacetoxyborohydride). The solvent is C(C)(=O)O (acetic acid), C(Cl)(Cl)Cl (chloroform). Run at time 1 hour. Yields the product O1CCOC2=C1C=CC(=C2)CN(C(OC(C)(C)C)=O)C2CCN(CC2)CCN2C(C=CC1=CC(=CC=C21)C)=O (tert-butyl (2,3-dihydro-1,4-benzodioxin-6-ylmethyl)(1-(2-(6-methyl-2-oxoquinolin-1(2H)-yl)ethyl)piperidin-4-yl)carbamate). The yield is 43.8%. RXN SMILES: [CH3:1][C:2]1[CH:3]=[C:4]2[C:9](=[CH:10][CH:11]=1)[N:8]([CH2:12][CH:13]=O)[C:7](=[O:15])[CH:6]=[CH:5]2.[O:16]1[C:21]2[CH:22]=[CH:23][C:24]([CH2:26][N:27]([CH:35]3[CH2:40][CH2:39][NH:38][CH2:37][CH2:36]3)[C:28](=[O:34])[O:29][C:30]([CH3:33])([CH3:32])[CH3:31])=[CH:25][C:20]=2[O:19][CH2:18][CH2:17]1.C(O[BH-](OC(=O)C)OC(=O)C)(=O)C.[Na+].C(=O)([O-])O.[Na+]>C(O)(=O)C.C(Cl)(Cl)Cl>[O:16]1[C:21]2[CH:22]=[CH:23][C:24]([CH2:26][N:27]([CH:35]3[CH2:40][CH2:39][N:38]([CH2:13][CH2:12][N:8]4[C:9]5[C:4](=[CH:3][C:2]([CH3:1])=[CH:11][CH:10]=5)[CH:5]=[CH:6][C:7]4=[O:15])[CH2:37][CH2:36]3)[C:28](=[O:34])[O:29][C:30]([CH3:33])([CH3:31])[CH3:32])=[CH:25][C:20]=2[O:19][CH2:18][CH2:17]1 |f:2.3,4.5|. Procedure details: To 10 mL of a chloroform solution containing 229 mg of (6-methyl-2-oxoquinolin-1(2H)-yl)acetaldehyde and 340 mg of tert-butyl (2,3-dihydro-1,4-benzodioxin-6-ylmethyl)(piperidin-4-yl)carbamate, 55 μL of acetic acid was added and stirred at room temperature for 1 hour. To the reaction mixture, 314 mg of sodium triacetoxyborohydride was added and stirred for 2 hours. Aqueous saturated sodium hydrogen carbonate solution was added and the organic layer was separated. The organic layer was washed with... The reactants are COC(=O)CC=1CS[C@H]2N(C1C(=O)OC(C1=CC=CC=C1)C1=CC=CC=C1)C([C@H]2NC(COC2=CC=CC=C2)=O)=O (diphenylmethyl 3-(methoxycarbonylmethyl)-7β-phenoxyacetylamino-3-cephem-4-carboxylate), C1(=CC=CC=C1)OC (anisole), FC(C(=O)O)(F)F (trifluoroacetic acid), C1(=CC=CC=C1)C (toluene). Solvent: C(Cl)Cl (methylene chloride). Yields the product COC(=O)CC1S[C@H]2N(C(=C1)C(=O)O)C([C@H]2NC(COC2=CC=CC=C2)=O)=O (methoxycarbonylmethyl-7β-phenoxyacetylamino-3-cephem-4-carboxylic acid). RXN SMILES: COC(C[C:6]1[CH2:7][S:8][C@@H:9]2[C@H:29]([NH:30][C:31](=[O:40])[CH2:32][O:33][C:34]3[CH:39]=[CH:38][CH:37]=[CH:36][CH:35]=3)[C:28](=[O:41])[N:10]2[C:11]=1[C:12]([O:14]C(C1C=CC=CC=1)C1C=CC=CC=1)=[O:13])=O.[C:42]1([O:48][CH3:49])C=CC=C[CH:43]=1.FC(F)(F)C(O)=[O:53].C1(C)C=CC=CC=1>C(Cl)Cl>[CH3:49][O:48][C:42]([CH2:43][CH:7]1[CH:6]=[C:11]([C:12]([OH:14])=[O:13])[N:10]2[C:28](=[O:41])[C@@H:29]([NH:30][C:31](=[O:40])[CH2:32][O:33][C:34]3[CH:35]=[CH:36][CH:37]=[CH:38][CH:39]=3)[C@H:9]2[S:8]1)=[O:53]. Procedure details: 1.72 g (3 mmols) of diphenylmethyl 3-(methoxycarbonylmethyl)-7β-phenoxyacetylamino-3-cephem-4-carboxylate in 21 ml of methylene chloride are stirred with 1.62 ml (5 equivalents) of anisole and 9.3 ml (40 equivalents) of trifluoroacetic acid for 30 minutes in an ice bath, 100 ml of cold toluene are added and the mixture is evaporated in a rotary evaporator. The residue is digested with ether and the precipitate which has formed is filtered off, washed with ether and dried. A crude product is obta... Reactants: COC(=O)[C@H]1N(CCCC1)C(=O)OCC1=CC=CC=C1 ((S)-piperidine-1,2-dicarboxylic acid 1-benzyl ester 2-methyl ester), [OH-].[K+] (KOH). Run in CO (MeOH), O (water). Run at time 16 hour. Product: C(C1=CC=CC=C1)OC(=O)N1[C@@H](CCCC1)C(=O)O ((S)-Piperidine-1,2-dicarboxylic acid 1-benzyl ester). Yield: 100.2%. As a reaction SMILES: C[O:2][C:3]([C@@H:5]1[CH2:10][CH2:9][CH2:8][CH2:7][N:6]1[C:11]([O:13][CH2:14][C:15]1[CH:20]=[CH:19][CH:18]=[CH:17][CH:16]=1)=[O:12])=[O:4].[OH-].[K+]>CO.O>[CH2:14]([O:13][C:11]([N:6]1[CH2:7][CH2:8][CH2:9][CH2:10][C@H:5]1[C:3]([OH:4])=[O:2])=[O:12])[C:15]1[CH:16]=[CH:17][CH:18]=[CH:19][CH:20]=1 |f:1.2|. Reported procedure: To a stirred solution of (S)-piperidine-1,2-dicarboxylic acid 1-benzyl ester 2-methyl ester (8.0g, 28.8 mmol) in MeOH (75 mL ) and water (38 mL ) at 0° C. was added powdered KOH (1.78 g, 31.7 mmol). The reaction mixture was allowed to stir for 16 h at room temperature and then the MeOH was removed in vacuo. The residue was diluted with water and washed DCM. The aqueous layer was acidified with 1.0-M HCl and extracted with ethyl acetate three times. The combined organic extracts were dried (Na2SO... Starting materials: O=C1CCCCC1n1cnc2ccc(OCc3ccccc3)nc21, CCO, [H][H]. Product: O=C1CCCCC1n1cnc2ccc(O)nc21. RXN SMILES: [CH2:1]([c:2]1[cH:3][cH:4][cH:5][cH:6][cH:7]1)[O:8][c:9]1[cH:10][cH:11][c:12]2[c:13]([n:14]1)[n:15]([CH:18]1[C:19](=[O:24])[CH2:20][CH2:21][CH2:22][CH2:23]1)[cH:16][n:17]2.[CH3:27][CH2:28][OH:29].[H:25][H:26]>>[OH:8][c:9]1[cH:10][cH:11][c:12]2[c:13]([n:14]1)[n:15]([CH:18]1[C:19](=[O:24])[CH2:20][CH2:21][CH2:22][CH2:23]1)[cH:16][n:17]2. Starting materials: CC(C)(C)N, Cc1cccs1, O=S(=O)(O)Cl, ClP(Cl)(Cl)(Cl)Cl, Cl, C1CCOC1. The product is Cc1ccc(S(=O)(=O)NC(C)(C)C)s1. RXN SMILES: [C:19]([CH3:20])([CH3:21])([CH3:22])[NH2:23].[CH3:13][c:14]1[s:15][cH:16][cH:17][cH:18]1.[Cl:1][S:2](=[O:3])(=[O:4])[OH:5].[Cl:6][P:7]([Cl:8])([Cl:9])([Cl:10])[Cl:11].[ClH:12].[O:24]1[CH2:25][CH2:26][CH2:27][CH2:28]1>>[S:2](=[O:3])(=[O:5])([c:16]1[s:15][c:14]([CH3:13])[cH:18][cH:17]1)[NH:23][C:19]([CH3:20])([CH3:21])[CH3:22]. The reactants are COC=1C=C(C(=O)O)C=C(C1O)OC (3,5-dimethoxy-4-hydroxybenzoic acid), C(C)(=O)OC(C)=O (acetic anhydride), N1=CC=CC=C1 (pyridine). Solvent: O (water). Reaction conditions: time 30 minute. Product: C(C)(=O)OC1=C(C=C(C(=O)O)C=C1OC)OC (4-Acetoxy-3,5-dimethoxybenzoic acid). Reaction SMILES: [CH3:1][O:2][C:3]1[CH:4]=[C:5]([CH:9]=[C:10]([O:13][CH3:14])[C:11]=1[OH:12])[C:6]([OH:8])=[O:7].[C:15](OC(=O)C)(=[O:17])[CH3:16].N1C=CC=CC=1>O>[C:15]([O:12][C:11]1[C:10]([O:13][CH3:14])=[CH:9][C:5]([C:6]([OH:8])=[O:7])=[CH:4][C:3]=1[O:2][CH3:1])(=[O:17])[CH3:16]. Reported procedure: To a mixture of 3,5-dimethoxy-4-hydroxybenzoic acid (3.00 g) and acetic anhydride (30 ml) was dropwise added pyridine (15 ml) with ice-cooling over a 5 minutes period. After stirring at room temperature for 30 minutes, the reaction mixture was poured into water and stirred at room temperature for 30 minutes followed by extracting thrice with ethyl acetate. The combined extract was washed with 10% hydrochloric acid, dried and concentrated. The residue was recrystallized from a mixture of methylen...